This data is from the Open Reaction Database (ORD), a public repository of structured organic reaction records. The task is: describe an organic reaction: reactants, conditions, products, and yield Starting materials: BrC=1C=2C3=C(C(NC2C=CC1OC)=O)SC=C3 (9-bromo-8-methoxythieno[2,3-c]quinolin-4(5H)-one), C(C)N(C(OC(C)(C)C)=O)C(C)C1=CC=C(C=C1)B1OC(C(O1)(C)C)(C)C (tert-butyl ethyl(1-(4-(4,4,5,5-tetramethyl-1,3,2-dioxaborolan-2-yl)phenyl)ethyl)carbamate). Yields the product C(C)N(C(OC(C)(C)C)=O)C(C)C1=C(C=CC=C1)C=1C=2C3=C(C(NC2C=CC1OC)=O)SC=C3 (tert-Butyl ethyl(1-((8-methoxy-4-oxo-4,5-dihydrothieno[2,3-c]quinolin-9-yl)phenyl)ethyl)carbamate). The yield is 37.6%. RXN SMILES: Br[C:2]1[C:3]2[C:4]3[CH:17]=[CH:16][S:15][C:5]=3[C:6](=[O:14])[NH:7][C:8]=2[CH:9]=[CH:10][C:11]=1[O:12][CH3:13].[CH2:18]([N:20]([CH:28]([C:30]1[CH:35]=[CH:34][C:33](B2OC(C)(C)C(C)(C)O2)=[CH:32][CH:31]=1)[CH3:29])[C:21](=[O:27])[O:22][C:23]([CH3:26])([CH3:25])[CH3:24])[CH3:19]>>[CH2:18]([N:20]([CH:28]([C:30]1[CH:31]=[CH:32][CH:33]=[CH:34][C:35]=1[C:2]1[C:3]2[C:4]3[CH:17]=[CH:16][S:15][C:5]=3[C:6](=[O:14])[NH:7][C:8]=2[CH:9]=[CH:10][C:11]=1[O:12][CH3:13])[CH3:29])[C:21](=[O:27])[O:22][C:23]([CH3:24])([CH3:25])[CH3:26])[CH3:19]. Procedure: Following General Procedure B, 9-bromo-8-methoxythieno[2,3-c]quinolin-4(5H)-one (770 mg, 2.5 mmol) was reacted with tert-butyl ethyl(1-(4-(4,4,5,5-tetramethyl-1,3,2-dioxaborolan-2-yl)phenyl)ethyl)carbamate (1.4 g, 3.7 mmol) to afford the desired product (450 mg, 40%) as a light brown solid: ESI MS m/z 479 [C27H30N2O4S+H]+. The reactants are COC=1C=C(C=CC1OC)S (3,4-dimethoxythiophenol), [Na] (Sodium), C(C)(=O)OC1CC(N1)=O (4-acetoxyazetidin-2-one). Solvent: C(C)O (ethanol), C(C)O (ethanol). Run at temperature 5 celsius, time 15 minute. Product: COC=1C=C(C=CC1OC)SC1CC(N1)=O (4-(3,4-Dimethoxyphenylthio)azetidin-2-one). RXN SMILES: [Na].[CH3:2][O:3][C:4]1[CH:5]=[C:6]([SH:12])[CH:7]=[CH:8][C:9]=1[O:10][CH3:11].C(O[CH:17]1[NH:20][C:19](=[O:21])[CH2:18]1)(=O)C>C(O)C>[CH3:2][O:3][C:4]1[CH:5]=[C:6]([S:12][CH:17]2[NH:20][C:19](=[O:21])[CH2:18]2)[CH:7]=[CH:8][C:9]=1[O:10][CH3:11] |^1:0|. Procedure details: Sodium (0.9 g, 39 mmol) was dissolved in ethanol (150 ml) and 3,4-dimethoxythiophenol (5.9 g, 35 mmol) added dropwise over 20 minutes keeping the temperature between 20° C.-25° C. whilst bubbling nitrogen through the mixture. After 15 minutes, the reaction was cooled to 5° C. and a solution of 4-acetoxyazetidin-2-one (4.3 g, 33 mmol) in ethanol (50 ml) was added dropwise over 15 minutes whilst maintaining the temperature at 5° C. The mixture was stirred at room temperature for 60 minutes and eva... The reactants are C1(CCC(CC1)C(=O)OC)C(=O)OC (dimethyl 1,4-cyclohexanedicarboxylate), [H][H] (hydrogen). The reagents and catalysts are [Cr].[Cu] (copper-chromium). Reaction conditions: temperature 260 celsius. Product: C1(CCC(CC1)CO)CO (1,4-cyclohexanedimethanol). RXN SMILES: [CH:1]1([C:11](OC)=[O:12])[CH2:6][CH2:5][CH:4]([C:7](OC)=[O:8])[CH2:3][CH2:2]1.[H][H]>[Cr].[Cu]>[CH:1]1([CH2:11][OH:12])[CH2:6][CH2:5][CH:4]([CH2:7][OH:8])[CH2:3][CH2:2]1 |f:2.3|. Procedure details: 250 Parts of dimethyl 1,4-cyclohexanedicarboxylate and 25 parts of a copper-chromium catalyst were placed in an autoclave having a volume of 2 liters, and the mixture was stirred at 260° C. and reduced with hydrogen under a hydrogen pressure of 15 MPa. Then, the catalyst was removed by filtration, methanol formed as a side product was removed from an obtained filtrate by concentration, and the remaining filtrate was distilled under reduced pressure (160-175° C./1.33-2.00×103 Pa), to give 1,4-cyc... Starting materials: CC(C1=C(C=C(C(=C1)OC)OC)[N+](=O)[O-])OC1=C(C=C(C=O)C=C1C)C (4-(a′-Methyl-2′-nitro-4′,5′-dimethoxybenzyloxy)-3,5-dimethylbenzaldehyde), [BH4-].[Na+] (sodium borohydride). The solvent is CCO (EtOH). Conditions: time 1 hour. The product is CC(C1=C(C=C(C(=C1)OC)OC)[N+](=O)[O-])OC1=C(C=C(CO)C=C1C)C (4-(a′-Methyl-2′-nitro-4′,5′-dimethoxybenzyloxy)-3,5-dimethylbenzyl alcohol). The yield is 53.4%. Reaction SMILES: [CH3:1][CH:2]([O:16][C:17]1[C:24]([CH3:25])=[CH:23][C:20]([CH:21]=[O:22])=[CH:19][C:18]=1[CH3:26])[C:3]1[CH:8]=[C:7]([O:9][CH3:10])[C:6]([O:11][CH3:12])=[CH:5][C:4]=1[N+:13]([O-:15])=[O:14].[BH4-].[Na+]>CCO>[CH3:1][CH:2]([O:16][C:17]1[C:18]([CH3:26])=[CH:19][C:20]([CH2:21][OH:22])=[CH:23][C:24]=1[CH3:25])[C:3]1[CH:8]=[C:7]([O:9][CH3:10])[C:6]([O:11][CH3:12])=[CH:5][C:4]=1[N+:13]([O-:15])=[O:14] |f:1.2|. Procedure: Added EtOH (0.5 mL) at r.t. to a mixture of 7e (50 mg, 0.14 mmol) and sodium borohydride (5 mg, 0.14 mmol) and allowed to sit for 1 hour. The reaction was quenched with 1 m HCl (0.5 mL) and poured into 5% NaHCO3 (15 mL). Aqueous workup (Et2O, MgSO4) followed by concentration in vacuo yielded 8e (27 mg, 54%) as a yellow oil: 1H NMR (270 MHz, CDCl3) d 1.56 (d, J=6.2 Hz, 3H), 2.18 (s, 6H), 3.95 (s, 3H), 4.04 (s, 3H), 4.56 (s, 2H), 5.73 (q, J=6.2 Hz, IH), 7.00 (s, 2H), 7.55 (s, 1H), 7.59 (s, 1H); 13...